This data is from the Open Reaction Database (ORD), a public repository of structured organic reaction records. The task is: describe an organic reaction: reactants, conditions, products, and yield Starting materials: bis (2-methoxyethoxy) sodium aluminum hydride, [OH-].[Na+] (NaOH), C1(=CC=CC=C1)C (toluene), CC(C=O)CCCC(CCCC(C)C)C ((±)-2,6,10-trimethylundecanal). Run in CCOCC (ether), C(C)OCC (diethyl ether). Conditions: time 1 hour. Yields the product CC(CO)CCCC(CCCC(C)C)C ((±)-2,6,10-trimethylundecan-1-ol). As a reaction SMILES: C1(C)C=CC=CC=1.[CH3:8][CH:9]([CH2:12][CH2:13][CH2:14][CH:15]([CH3:22])[CH2:16][CH2:17][CH2:18][CH:19]([CH3:21])[CH3:20])[CH:10]=[O:11].[OH-].[Na+]>CCOCC>[CH3:8][CH:9]([CH2:12][CH2:13][CH2:14][CH:15]([CH3:22])[CH2:16][CH2:17][CH2:18][CH:19]([CH3:21])[CH3:20])[CH2:10][OH:11] |f:2.3|. Procedure details: To a solution of 70 ml. of 70% by weight of bis (2-methoxyethoxy) sodium aluminum hydride in toluene (0.25 mol) in 500 ml. of anhydrous diethyl ether was added, dropwise over 1.0 hour, 69.2 g. (0.326 mol.) of (±)-2,6,10-trimethylundecanal. The solution was stirred 1.0 hour, poured onto ice and 10N aqueous NaOH, and worked up with ether and dried as described in Example 2. Distillation of the crude product gave (±)-2,6,10-trimethylundecan-1-ol as a colorless oil; b.p. 96°-98°C./0.20 mmHg. Reactants: CC(C)(C)OC(=O)NCCC=CCO, ClCCl, O=C1CCC(=O)N1Br, c1ccc(P(c2ccccc2)c2ccccc2)cc1. Yields the product CC(C)(C)OC(=O)NCCC=CCBr. Reaction SMILES: [C:1]([CH3:2])([CH3:3])([CH3:4])[O:5][C:6]([NH:7][CH2:8][CH2:9][CH:10]=[CH:11][CH2:12][OH:13])=[O:14].[Cl:42][CH2:43][Cl:44].[O:34]=[C:35]1[N:36]([Br:41])[C:37](=[O:38])[CH2:39][CH2:40]1.[c:15]1([P:16]([c:17]2[cH:18][cH:19][cH:20][cH:21][cH:22]2)[c:23]2[cH:24][cH:25][cH:26][cH:27][cH:28]2)[cH:29][cH:30][cH:31][cH:32][cH:33]1>>[C:1]([CH3:2])([CH3:3])([CH3:4])[O:5][C:6]([NH:7][CH2:8][CH2:9][CH:10]=[CH:11][CH2:12][Br:41])=[O:14].